From a dataset of the Open Reaction Database (ORD), a public repository of structured organic reaction records. describe an organic reaction: reactants, conditions, products, and yield Reactants: Cl[Si](C)(C)C (chlorotrimethylsilane), NCC1CCC(CC1)(C1=CC=CC=C1)N(C)C ((4-aminomethyl-1-phenylcyclohexyl)dimethylamine), C1(=CC=CC=C1)OC(NCCCC1=CC=CC=C1)=O ((3-phenylpropyl)carbamic acid phenyl ester), NC(=O)N (urea). Solvent: CC(CC)=O (2-butanone), CCOCC (ether), O1CCOCC1 (dioxane), CC(=O)C (acetone). Run at time 12 hour. The product is Cl.CN(C1(CCC(CC1)CNC(=O)NCCCC1=CC=CC=C1)C1=CC=CC=C1)C (1-(4-Dimethylamino-4-phenylcyclohexylmethyl)-3-(3-phenylpropyl)urea hydrochloride). Yield: 65.7%. Reaction SMILES: [NH2:1][CH2:2][CH:3]1[CH2:8][CH2:7][C:6]([N:15]([CH3:17])[CH3:16])([C:9]2[CH:14]=[CH:13][CH:12]=[CH:11][CH:10]=2)[CH2:5][CH2:4]1.C1([O:24][C:25](=O)[NH:26][CH2:27][CH2:28][CH2:29][C:30]2[CH:35]=[CH:34][CH:33]=[CH:32][CH:31]=2)C=CC=CC=1.NC(N)=O.[Cl:41][Si](C)(C)C>O1CCOCC1.CC(C)=O.CC(=O)CC.CCOCC>[ClH:41].[CH3:16][N:15]([CH3:17])[C:6]1([C:9]2[CH:10]=[CH:11][CH:12]=[CH:13][CH:14]=2)[CH2:5][CH2:4][CH:3]([CH2:2][NH:1][C:25]([NH:26][CH2:27][CH2:28][CH2:29][C:30]2[CH:35]=[CH:34][CH:33]=[CH:32][CH:31]=2)=[O:24])[CH2:8][CH2:7]1 |f:8.9|. Reported procedure: A mixture of the diastereoisomers of (4-aminomethyl-1-phenylcyclohexyl)dimethylamine (466 mg, 2.0 mmol.) was added to a solution of (3-phenylpropyl)carbamic acid phenyl ester (511 mg, 2.0 mmol.) in dioxane (15 ml), and heating was carried out for 12 h at reflux. For working up, the mixture was concentrated, water (10 ml) was added to the residue, the pH was adjusted to 11 with 5M NaOH, and extraction was carried out with EE (3×20 ml). The combined extracts were washed with 1M NaOH (1×5 ml), drie... Isolated yield 103.1%. Conditions: temperature 75 celsius. Yields the product FC1=CC(=C(C=C1)C(C)=O)OC (1-(4-FLUORO-2-METHOXYPHENYL)ETHANONE). As a reaction SMILES: [F:1][C:2]1[CH:7]=[CH:6][C:5]([C:8](=[O:10])[CH3:9])=[C:4]([OH:11])[CH:3]=1.IC.[C:14](=O)([O-])[O-].[K+].[K+]>C(#N)C>[F:1][C:2]1[CH:7]=[CH:6][C:5]([C:8](=[O:10])[CH3:9])=[C:4]([O:11][CH3:14])[CH:3]=1 |f:2.3.4|. Solvent: C(C)#N (ACN), C(C)#N (ACN). Starting materials: IC (iodomethane), C([O-])([O-])=O.[K+].[K+] (potassiumcarbonate), FC1=CC(=C(C=C1)C(C)=O)O (1-(4-fluoro-2-hydroxyphenyl)ethanone), IC (iodomethane), C([O-])([O-])=O.[K+].[K+] (potassiumcarbonate). Procedure: 1-(4-fluoro-2-hydroxyphenyl)ethanone (12.0 g, 77.9 mmol), iodomethane (6.38 ml, 101 mmol), potassiumcarbonate (14.0 g, 101 mmol) were heated at 75° C. in ACN (200 ml) for 8 h. The reaction mixture was brought to ambient temperature, filtered and then evaporated under reduced pressure to dryness. New ACN (150 ml), iodomethane (2 ml, 32 mmol) and potassiumcarbonate (4 g, 29 mmol) was added. The reaction mixture was heated at 75° C. for 3 h. The reaction mixture was concentrated, EtOAc (100 ml) was...